Task: describe an organic reaction: reactants, conditions, products, and yield. Dataset: the Open Reaction Database (ORD), a public repository of structured organic reaction records Starting materials: paraffin, CC(C(C)=O)CCC=C(CCC=C(C)C)C (3,7,11-trimethyl-6,10-dodecadien-2-one), ice water, [H-].[Na+] (sodium hydride), C(OCC)(OCC)=O (diethyl carbonate). Solvent: CCOCC (ether). Yields the product CC(C(CC(=O)OCC)=O)CCC=C(CCC=C(C)C)C (ethyl 3,7,11-trimethyl-6,10-dodecadien-2-one-1-carboxylate). The yield is 69.5%. RXN SMILES: [H-].[Na+].[C:3](=[O:10])([O:7][CH2:8][CH3:9])OCC.[CH3:11][CH:12]([CH2:16][CH2:17][CH:18]=[C:19]([CH3:26])[CH2:20][CH2:21][CH:22]=[C:23]([CH3:25])[CH3:24])[C:13](=[O:15])[CH3:14]>CCOCC>[CH3:11][CH:12]([CH2:16][CH2:17][CH:18]=[C:19]([CH3:26])[CH2:20][CH2:21][CH:22]=[C:23]([CH3:25])[CH3:24])[C:13](=[O:15])[CH2:14][C:3]([O:7][CH2:8][CH3:9])=[O:10] |f:0.1|. Procedure details: Into ether (800 ml), 52% paraffin solution of sodium hydride (22.8 g) is suspended, and diethyl carbonate (89.4 g) is portionwise added thereto while cooling with ice in nitrogen stream. Then, 3,7,11-trimethyl-6,10-dodecadien-2-one (88 g) is dropwise added thereto. After refluxing for 15 hours, the reaction mixture is poured into ice water. The ether layer is separated, washed with water, dried and evaporated. The residue is distilled under reduced pressure to give ethyl 3,7,11-trimethyl-6,10-do...